Dataset: the Open Reaction Database (ORD), a public repository of structured organic reaction records. Task: describe an organic reaction: reactants, conditions, products, and yield Starting materials: ClC1C(OC(CC1=O)(C1CCCC1)CCC1=CC(=C(C=C1)OC)Cl)=O (3-chloro-6-[2-(3-chloro-4-methoxyphenyl)ethyl]-6-cyclopentyldihydro-2H-pyran-2,4(3 H)-dione), SC=1N(C=CN1)C (2-mercapto-1-methylimidazole). Product: ClC=1C=C(C=CC1OC)CCC1(CC(=C(C(O1)=O)SC=1N(C=CN1)C)O)C1CCCC1 (6-[2-(3-chloro-4-methoxyphenyl)ethyl]-6-cyclopentyl-4-hydroxy-3-[(1-methyl-1H-imidazol-2-yl)thio]-5,6-dihydro-2H-pyran-2-one). As a reaction SMILES: Cl[CH:2]1[C:7](=[O:8])[CH2:6][C:5]([CH2:14][CH2:15][C:16]2[CH:21]=[CH:20][C:19]([O:22][CH3:23])=[C:18]([Cl:24])[CH:17]=2)([CH:9]2[CH2:13][CH2:12][CH2:11][CH2:10]2)[O:4][C:3]1=[O:25].[SH:26][C:27]1[N:28]([CH3:32])[CH:29]=[CH:30][N:31]=1>>[Cl:24][C:18]1[CH:17]=[C:16]([CH2:15][CH2:14][C:5]2([CH:9]3[CH2:13][CH2:12][CH2:11][CH2:10]3)[O:4][C:3](=[O:25])[C:2]([S:26][C:27]3[N:28]([CH3:32])[CH:29]=[CH:30][N:31]=3)=[C:7]([OH:8])[CH2:6]2)[CH:21]=[CH:20][C:19]=1[O:22][CH3:23]. Procedure: The title compound was prepared as described in Example C(70), where 3-chloro-6-[2-(3-chloro-4-methoxyphenyl)ethyl]-6-cyclopentyldihydro-2H-pyran-2,4(3 H)-dione was used in place of 3-chloro-6-[2-(5-chloro-2,4-dimethoxyphenyl)ethyl]6-cyclopentyldihydro-2H-pyran-2,4(3H)-dione and 2-mercapto-1-methylimidazole was used in place of 6-hydroxy-8-mercaptopurine monohydrate. The reactants are ClC(Cl)(OC(OC(Cl)(Cl)Cl)=O)Cl (triphosgene), CO (Methanol), ClC1=C(N)C=CC(=C1)OC1=CC=NC2=CC(=C(C=C12)OC)OC (2-Chloro-4-[(6,7-dimethoxy-4-quinolyl)oxy]aniline), NC1=CC=C(C(=N1)C)Br (6-amino-3-bromo-2-methylpyridine). The solvent is C(C)N(CC)CC (triethylamine), ClCCl (dichloromethane), C(Cl)(Cl)Cl (chloroform). Reaction conditions: time 30 minute. The product is BrC=1C=CC(=NC1C)NC(=O)NC1=C(C=C(C=C1)OC1=CC=NC2=CC(=C(C=C12)OC)OC)Cl (N-(5-Bromo-6-methyl-2-pyridyl)-N′-{2-chloro-4-[(6,7-dimethoxy-4-quinolyl)oxy]phenyl}urea). Isolated yield 77.3%. RXN SMILES: [Cl:1][C:2]1[CH:8]=[C:7]([O:9][C:10]2[C:19]3[C:14](=[CH:15][C:16]([O:22][CH3:23])=[C:17]([O:20][CH3:21])[CH:18]=3)[N:13]=[CH:12][CH:11]=2)[CH:6]=[CH:5][C:3]=1[NH2:4].ClC(Cl)(O[C:28](=[O:34])OC(Cl)(Cl)Cl)Cl.[NH2:36][C:37]1[N:42]=[C:41]([CH3:43])[C:40]([Br:44])=[CH:39][CH:38]=1.CO>C(Cl)(Cl)Cl.C(N(CC)CC)C.ClCCl>[Br:44][C:40]1[CH:39]=[CH:38][C:37]([NH:36][C:28]([NH:4][C:3]2[CH:5]=[CH:6][C:7]([O:9][C:10]3[C:19]4[C:14](=[CH:15][C:16]([O:22][CH3:23])=[C:17]([O:20][CH3:21])[CH:18]=4)[N:13]=[CH:12][CH:11]=3)=[CH:8][C:2]=2[Cl:1])=[O:34])=[N:42][C:41]=1[CH3:43]. Procedure: 2-Chloro-4-[(6,7-dimethoxy-4-quinolyl)oxy]aniline (122 mg) was dissolved in chloroform (10 ml) and triethylamine (1 ml), and a solution of triphosgene (110 mg) in dichloromethane was then added to the solution. The mixture was stirred at room temperature for 30 min. Next, 6-amino-3-bromo-2-methylpyridine (208 mg) was added to the reaction solution, and the mixture was stirred at room temperature for 2 hr. Methanol was added to the reaction solution, and the solvent was removed by distillation un... Reactants: [N+](=O)([O-])C=1C=C(C=O)C=CC1 (m-nitrobenzaldehyde), C(CC(=O)C)(=O)OCCNC(C1=NC=CC=C1)=O (2-picolinoylaminoethyl acetoacetate), N\C(=C/C(=O)OCCCO[N+](=O)[O-])\C (3-nitrooxypropyl 3-aminocrotonate), C(C)(=O)[O-].[NH2+]1CCCCC1 (piperidinium acetate). Run in CC(C)O (2-propanol). Product: N1=C(C=CC=C1)C(=O)NCCOC(=O)C=1C(C(=C(NC1C)C)C(=O)OCCCO[N+](=O)[O-])C1=CC(=CC=C1)[N+](=O)[O-] (2,6-Dimethyl-4-(3-nitrophenyl)-1,4-dihydropyridine-3,5-dicarboxylic acid 3-(3-nitrooxypropyl) ester 5-(2-picolinoylaminoethyl) ester). Yield: 59.8%. Reaction SMILES: [N+:1]([C:4]1[CH:5]=[C:6]([CH:9]=[CH:10][CH:11]=1)[CH:7]=O)([O-:3])=[O:2].[C:12]([O:18][CH2:19][CH2:20][NH:21][C:22](=[O:29])[C:23]1[CH:28]=[CH:27][CH:26]=[CH:25][N:24]=1)(=[O:17])[CH2:13][C:14]([CH3:16])=O.[NH2:30]/[C:31](/[CH3:43])=[CH:32]\[C:33]([O:35][CH2:36][CH2:37][CH2:38][O:39][N+:40]([O-:42])=[O:41])=[O:34].C([O-])(=O)C.[NH2+]1CCCCC1>CC(O)C>[N:24]1[CH:25]=[CH:26][CH:27]=[CH:28][C:23]=1[C:22]([NH:21][CH2:20][CH2:19][O:18][C:12]([C:13]1[CH:7]([C:6]2[CH:9]=[CH:10][CH:11]=[C:4]([N+:1]([O-:3])=[O:2])[CH:5]=2)[C:32]([C:33]([O:35][CH2:36][CH2:37][CH2:38][O:39][N+:40]([O-:42])=[O:41])=[O:34])=[C:31]([CH3:43])[NH:30][C:14]=1[CH3:16])=[O:17])=[O:29] |f:3.4|. Reported procedure: A solution of 9.07 g (0.06 mole) of m-nitrobenzaldehyde, 15.00 g (0.06 mole) of 2-picolinoylaminoethyl acetoacetate, 12.24 g (0.06 mole) of 3-nitrooxypropyl 3-aminocrotonate and 1.74 g (0.012 mole) of piperidinium acetate in 200 ml of 2-propanol was refluxed for 4 hours. After the reaction, the solvent was evaporated, and the residue was purified by silica gel column chromatography [eluent; ethyl acetate hexane (1:3)] to give 20.45 g of the title compound. Reactants: C(CC)(=O)N[C@@H](CCC)C1=CC=C(C=C1)OC1=CC=CC=C1 (N-propionyl-N-((1S)-1-(4-phenoxyphenyl)butyl)amine), [H-].[H-].[H-].[H-].[Li+].[Al+3] (LAH). Solvent: C1CCOC1 (THF), C1CCOC1 (THF). Conditions: temperature 0 celsius. Product: C(CC)N[C@@H](CCC)C1=CC=C(C=C1)OC1=CC=CC=C1 (N-Propyl-N-((1S)-1-(4-phenoxyphenyl)butyl)amine). Isolated yield 99.0%. As a reaction SMILES: [C:1]([NH:5][C@H:6]([C:10]1[CH:15]=[CH:14][C:13]([O:16][C:17]2[CH:22]=[CH:21][CH:20]=[CH:19][CH:18]=2)=[CH:12][CH:11]=1)[CH2:7][CH2:8][CH3:9])(=O)[CH2:2][CH3:3].[H-].[H-].[H-].[H-].[Li+].[Al+3]>C1COCC1>[CH2:1]([NH:5][C@H:6]([C:10]1[CH:11]=[CH:12][C:13]([O:16][C:17]2[CH:18]=[CH:19][CH:20]=[CH:21][CH:22]=2)=[CH:14][CH:15]=1)[CH2:7][CH2:8][CH3:9])[CH2:2][CH3:3] |f:1.2.3.4.5.6|. Reported procedure: The butylamine prepared above (57 mg, 0.21 mmol) in THF (1 mL) at room temperature was treated with 1M LAH in THF (0.42 mL). The solution was warmed to reflux for 4 hours, cooled to 0° C. and quenched with sodium sulfate decahydrate. The slurry was filtered through celite and concentrated to provide 53 mg (99%) of the title compound as a colorless oil.